From a dataset of the Open Reaction Database (ORD), a public repository of structured organic reaction records. describe an organic reaction: reactants, conditions, products, and yield Starting materials: C1(=CC=CC=C1)P(C1=CC=CC=C1)C1=CC=CC=C1 (triphenylphosphine), C(C1=CC=CC=C1)OC(=O)NC(=N)C1=CC=C(CN=[N+]=[N-])C=C1 (4-(benzyloxycarbonylamidino) benzyl azide), C(C1=CC=CC=C1)OC(=O)NC(=N)C1=CC=C(CN=[N+]=[N-])C=C1 (4-(benzyloxycarbonylamidino) benzyl azide), C1(=CC=CC=C1)P(C1=CC=CC=C1)C1=CC=CC=C1 (triphenylphosphine), C(#N)C(C1=CC=CC=C1)Br (cyanobenzyl bromide). The solvent is C1CCOC1 (THF). Product: NCC1=CC=C(C=C1)C(NC(=O)OCC1=CC=CC=C1)=N (4-aminomethyl-1-(N-benzyloxycarbonylamidino)benzene). RXN SMILES: C1(P(C2C=CC=CC=2)C2C=CC=CC=2)C=CC=CC=1.[CH2:20]([O:27][C:28]([NH:30][C:31]([C:33]1[CH:42]=[CH:41][C:36]([CH2:37][N:38]=[N+]=[N-])=[CH:35][CH:34]=1)=[NH:32])=[O:29])[C:21]1[CH:26]=[CH:25][CH:24]=[CH:23][CH:22]=1.C(C(Br)C1C=CC=CC=1)#N>C1COCC1>[NH2:38][CH2:37][C:36]1[CH:41]=[CH:42][C:33]([C:31](=[NH:32])[NH:30][C:28]([O:27][CH2:20][C:21]2[CH:26]=[CH:25][CH:24]=[CH:23][CH:22]=2)=[O:29])=[CH:34][CH:35]=1. Procedure details: 26.3 g (100 mmol) triphenylphosphine was added at room temperature to the 4-(benzyloxycarbonylamidino) benzyl azide from (iii) above dissolved in 160 ml THF. After 16 h an additional 6.6 g (25 mmol) triphenylphosphine was added and the solution was allowed to stand for 4 h before removal of the solvent in vacuo. The residue was dissolved in methylene chloride and extracted with 2M HCl. The aqueous phase was washed with methylene chloride and ether and was subsequently made alcaline with 3.75M so... As a reaction SMILES: [OH-].[K+].[NH2:3][C@H:4]([C:12]([OH:14])=[O:13])[CH2:5][C:6]1[CH:11]=[CH:10][CH:9]=[CH:8][CH:7]=1.[CH:15]([NH:17][C@@H:18]1[C:23](=[O:24])[O:22][C:20](=[O:21])[CH2:19]1)=[O:16].[OH-].[Na+]>O>[CH:15]([NH:17][C@H:18]([C:23]([NH:3][C@H:4]([C:12]([OH:14])=[O:13])[CH2:5][C:6]1[CH:11]=[CH:10][CH:9]=[CH:8][CH:7]=1)=[O:24])[CH2:19][C:20](=[O:21])[OH:22])=[O:16].[CH:15]([NH:17][C@H:18]([C:23]([OH:24])=[O:22])[CH2:19][C:20]([NH:3][C@H:4]([C:12]([OH:14])=[O:13])[CH2:5][C:6]1[CH:11]=[CH:10][CH:9]=[CH:8][CH:7]=1)=[O:21])=[O:16] |f:0.1,4.5|. Procedure: To an aqueous solution containing 13.2 g of potassium hydroxide dissolved in 330 ml of water was added 33.0 g (0.20 mole) of L-phenylalanine to form a solution. After being cooled to -5° C., the solution was fed little by little with 30.0 g (0.21 mole) of N-formyl-L-aspartic acid anhydride for one hour while maintaining its temperature at -5° C. to 5° C. A 10% aqueous sodium hydroxide solution was added thereto simultaneously to maintain the reaction liquid at a pH of 8-11. Thereafter, the react... The reactants are C(=O)N[C@H]1CC(=O)OC1=O (N-formyl-L-aspartic acid anhydride), [OH-].[Na+] (sodium hydroxide), [OH-].[K+] (potassium hydroxide), N[C@@H](CC1=CC=CC=C1)C(=O)O (L-phenylalanine). Run in O (water). Yields the product C(=O)N[C@@H](CC(O)=O)C(=O)N[C@@H](CC1=CC=CC=C1)C(=O)O (N-formyl-α-L-aspartyl-L-phenylalanine), C(=O)N[C@@H](CC(=O)N[C@@H](CC1=CC=CC=C1)C(=O)O)C(=O)O (N-formyl-β- L-aspartyl-L-phenylalanine). Run at temperature -5 celsius, time 1 hour.